This data is from the Open Reaction Database (ORD), a public repository of structured organic reaction records. The task is: describe an organic reaction: reactants, conditions, products, and yield The reactants are C(C)(C)(C)C1=CC=C(C=C1)S(C1=CC=C(C(=O)O)C=C1)(C)C(NC1=CC=C(C=C1)OCC1CCCCC1)=O (4-[(4-tert-butyl-phenyl)-(4-cyclohexylmethoxy-phenylcarbamoyl)-methylsulfanyl]-benzoic acid), C=1C=CC2=C(C1)N=NN2O (HOBt), CCN=C=NCCCN(C)C (EDCI), NCCS(=O)(=O)O (taurine), C(C)(C)N(CC)C(C)C (diisopropylethylamine). Solvent: CN(C)C=O (DMF). Reaction conditions: temperature 23 celsius, time 16 hour. Product: C(C)(C)(C)C1=CC=C(C=C1)S(C1=CC=C(C(=O)NCCS(=O)(=O)O)C=C1)(C)C(NC1=CC=C(C=C1)OCC1CCCCC1)=O (2-{4-[(4-tert-butyl-phenyl)-(4-cyclohexylmethoxy-phenylcarbamoyl)-methylsulfanyl]-benzoylamino}-ethanesulfonic acid). Yield: 52.0%. RXN SMILES: [C:1]([C:5]1[CH:10]=[CH:9][C:8]([S:11]([C:22](=[O:38])[NH:23][C:24]2[CH:29]=[CH:28][C:27]([O:30][CH2:31][CH:32]3[CH2:37][CH2:36][CH2:35][CH2:34][CH2:33]3)=[CH:26][CH:25]=2)([CH3:21])[C:12]2[CH:20]=[CH:19][C:15]([C:16]([OH:18])=O)=[CH:14][CH:13]=2)=[CH:7][CH:6]=1)([CH3:4])([CH3:3])[CH3:2].C1C=CC2N(O)N=NC=2C=1.CCN=C=NCCCN(C)C.[NH2:60][CH2:61][CH2:62][S:63]([OH:66])(=[O:65])=[O:64].C(N(C(C)C)CC)(C)C>CN(C=O)C>[C:1]([C:5]1[CH:10]=[CH:9][C:8]([S:11]([C:22](=[O:38])[NH:23][C:24]2[CH:29]=[CH:28][C:27]([O:30][CH2:31][CH:32]3[CH2:33][CH2:34][CH2:35][CH2:36][CH2:37]3)=[CH:26][CH:25]=2)([CH3:21])[C:12]2[CH:13]=[CH:14][C:15]([C:16]([NH:60][CH2:61][CH2:62][S:63]([OH:66])(=[O:65])=[O:64])=[O:18])=[CH:19][CH:20]=2)=[CH:7][CH:6]=1)([CH3:2])([CH3:4])[CH3:3]. Procedure: To a stirring solution of 4-[(4-tert-butyl-phenyl)-(4-cyclohexylmethoxy-phenylcarbamoyl)-methylsulfanyl]-benzoic acid methyl ester (0.33 g, 0.61 mmol) in THF (8 mL), methanol (6 mL) and water (2 mL) at room temperature was added LiOH (0.145 g, 6.1 mmol). The reaction mixture was stirred at room temperature for 16 hr. The mixture was acidified with 1M aqueous HCl and extracted with ethyl acetate. The solution was washed with water and saturated sodium chloride and dried over magnesium sulfate. Th... The reactants are CC(=O)c1cccc2ccccc12, CCOC(=O)OCC, CCO, Cl, [H-], [Na+], O. Product: CCOC(=O)CC(=O)c1cccc2ccccc12. As a reaction SMILES: [C:1]([CH3:2])(=[O:3])[c:4]1[cH:5][cH:6][cH:7][c:8]2[cH:9][cH:10][cH:11][cH:12][c:13]12.[C:20]([O:21][CH2:22][CH3:23])([O:24][CH2:26][CH3:27])=[O:25].[CH3:14][CH2:15][OH:16].[ClH:19].[H-:17].[Na+:18].[OH2:28]>>[C:1]([CH2:2][C:20]([O:21][CH2:22][CH3:23])=[O:24])(=[O:3])[c:4]1[cH:5][cH:6][cH:7][c:8]2[cH:9][cH:10][cH:11][cH:12][c:13]12. Reactants: CC(C)(C)OC(=O)N1CCC(CCO)CC1, C1CCOC1, [Cl-], FC(F)(F)c1ccc(CBr)cc1, [H-], [NH4+], [Na+]. Product: CC(C)(C)OC(=O)N1CCC(CCOCc2ccc(C(F)(F)F)cc2)CC1. Reaction SMILES: [C:1]([CH3:2])([CH3:3])([CH3:4])[O:5][C:6](=[O:7])[N:8]1[CH2:9][CH2:10][CH:11]([CH2:14][CH2:15][OH:16])[CH2:12][CH2:13]1.[CH2:33]1[O:34][CH2:35][CH2:36][CH2:37]1.[Cl-:31].[F:19][C:20]([c:21]1[cH:22][cH:23][c:24]([CH2:25][Br:26])[cH:27][cH:28]1)([F:29])[F:30].[H-:18].[NH4+:32].[Na+:17]>>[C:1]([CH3:2])([CH3:3])([CH3:4])[O:5][C:6](=[O:7])[N:8]1[CH2:9][CH2:10][CH:11]([CH2:14][CH2:15][O:16][CH2:25][c:24]2[cH:23][cH:22][c:21]([C:20]([F:19])([F:29])[F:30])[cH:28][cH:27]2)[CH2:12][CH2:13]1. Starting materials: S(O)(O)(=O)=O (sulphuric acid), ClCCC(=O)N1C2=C(CC3=C(C1)C=CC=C3)C=CC=C2 (3-chloro-1-(6,11-dihydro-5H-dibenz[b,e]azepin-5-yl)-1-propanone), [H-].[Al+3].[Li+].[H-].[H-].[H-] (lithium aluminum hydride). Run in O1CCCC1 (tetrahydrofuran), O1CCCC1 (tetrahydrofuran). Run at time 1.5 hour. Yields the product ClCCCN1C2=C(CC3=C(C1)C=CC=C3)C=CC=C2 (5-(3-chloropropyl)-6,11dihydro-5H-dibenzo[b,e]azepine). RXN SMILES: [H-].[Al+3].[Li+].[H-].[H-].[H-].S(=O)(=O)(O)O.[Cl:12][CH2:13][CH2:14][C:15]([N:17]1[CH2:23][C:22]2[CH:24]=[CH:25][CH:26]=[CH:27][C:21]=2[CH2:20][C:19]2[CH:28]=[CH:29][CH:30]=[CH:31][C:18]1=2)=O>O1CCCC1>[Cl:12][CH2:13][CH2:14][CH2:15][N:17]1[CH2:23][C:22]2[CH:24]=[CH:25][CH:26]=[CH:27][C:21]=2[CH2:20][C:19]2[CH:28]=[CH:29][CH:30]=[CH:31][C:18]1=2 |f:0.1.2.3.4.5|. Procedure: A 1.0M tetrahydrofuran solution of lithium aluminum hydride (9.8 ml) was introduced under a nitrogen atmosphere to a dry 100 ml three-necked roundbottom flask using a syringe. Concentrated sulphuric acid (0.264 ml) was cautiously added under cooling on an ice bath, and the resulting solution was stirred at room temperature for 1.5 hour. The above amide was dissolved in dry tetrahydrofuran (9.8 ml) and slowly added. The reaction mixture was stirred overnight. The reaction was quenched by addition... Starting materials: CCOC(=O)CC(=O)OCC, Cc1ccc(OCCCCBr)cc1, CCO, [Na]. Product: CCOC(=O)C(CCCCOc1ccc(C)cc1)C(=O)OCC. Reaction SMILES: [CH2:1]([CH3:2])[O:3][C:4]([CH2:5][C:6](=[O:7])[O:8][CH2:9][CH3:10])=[O:11].[CH3:13][c:14]1[cH:15][cH:16][c:17]([O:18][CH2:19][CH2:20][CH2:21][CH2:22][Br:23])[cH:24][cH:25]1.[CH3:26][CH2:27][OH:28].[Na:12]>>[CH2:1]([CH3:2])[O:3][C:4]([CH:5]([C:6](=[O:7])[O:8][CH2:9][CH3:10])[CH2:22][CH2:21][CH2:20][CH2:19][O:18][c:17]1[cH:16][cH:15][c:14]([CH3:13])[cH:25][cH:24]1)=[O:11]. Reactants: C1CCC2=CC(=CC=C12)C=CC(=O)O (3-(2,3-Dihydro-1H-inden-5-yl)-propenoic acid). The reagents and catalysts are [Pd] (Pd/C). Run in C(C)O (ethanol). Yields the product C1CCC2=CC(=CC=C12)CCC(=O)O (3-(2.3-Dihydro-1H-inden-5-yl)-propanoic acid). Isolated yield 110.7%. RXN SMILES: [CH2:1]1[C:9]2[C:4](=[CH:5][C:6]([CH:10]=[CH:11][C:12]([OH:14])=[O:13])=[CH:7][CH:8]=2)[CH2:3][CH2:2]1>C(O)C.[Pd]>[CH2:1]1[C:9]2[C:4](=[CH:5][C:6]([CH2:10][CH2:11][C:12]([OH:14])=[O:13])=[CH:7][CH:8]=2)[CH2:3][CH2:2]1. Reported procedure: 3-(2,3-Dihydro-1H-inden-5-yl)-propenoic acid (500 mg, 2.66 mmol) (available from Aldrich) was taken up in ethanol (40 ml) and hydrogenated at 15 psi H2 pressure with 40 mg of 10% Pd/C for 4 h. The mixture was filtered through a short plug of Arbocel and the filtrate evaporated to give the title product (560 mg, approx. quantitative) which was used with no further purification; 1HNMR (400 MHz, CDCl3) δ: 1.98-2.07 (m, 2H), 2.75 (t, 2H), 2.80-2.90 (m, 6H), 6.95 (d, 1H), 7.03 (s, 1H), 7.08 (d, 1H); ... Starting materials: ClC=1C=C(C(=O)O)C=CC1C(NC1=CC(=C(C=C1)Cl)C1=NC=CC=C1)=O (3-chloro-4-(4-chloro-3-(pyridin-2-yl)phenylcarbamoyl)benzoic acid), OCCCN (3-hydroxypropylamine). Yields the product ClC1=C(C(=O)NC2=CC(=C(C=C2)Cl)C2=NC=CC=C2)C=CC(=C1)C(=O)NCCCO (2-chloro-N1-(4-chloro-3-(pyridin-2-yl)phenyl)-N4-(3-hydroxypropyl)terephthalamide). Reaction SMILES: [Cl:1][C:2]1[CH:3]=[C:4]([CH:8]=[CH:9][C:10]=1[C:11](=[O:26])[NH:12][C:13]1[CH:18]=[CH:17][C:16]([Cl:19])=[C:15]([C:20]2[CH:25]=[CH:24][CH:23]=[CH:22][N:21]=2)[CH:14]=1)[C:5]([OH:7])=O.[OH:27][CH2:28][CH2:29][CH2:30][NH2:31]>>[Cl:1][C:2]1[CH:3]=[C:4]([C:5]([NH:31][CH2:30][CH2:29][CH2:28][OH:27])=[O:7])[CH:8]=[CH:9][C:10]=1[C:11]([NH:12][C:13]1[CH:18]=[CH:17][C:16]([Cl:19])=[C:15]([C:20]2[CH:25]=[CH:24][CH:23]=[CH:22][N:21]=2)[CH:14]=1)=[O:26]. Reported procedure: 75 mg of 3-chloro-4-(4-chloro-3-(pyridin-2-yl)phenylcarbamoyl)benzoic acid was coupled to 3-hydroxypropylamine via Procedure G. The product was purified on reverse phase HPLC to yield 2-chloro-N1-(4-chloro-3-(pyridin-2-yl)phenyl)-N4-(3-hydroxypropyl)terephthalamide. MS (Q1) 445 (M)+.